From a dataset of the Open Reaction Database (ORD), a public repository of structured organic reaction records. describe an organic reaction: reactants, conditions, products, and yield Reactants: CC(C)CC(C(=O)O)C(=O)OCc1ccccc1, CN(C)C=O, O=C(Cl)C(=O)Cl, c1ccccc1. The product is CC(C)CC(C(=O)O)C(=O)OCc1ccccc1, [Cl-]. As a reaction SMILES: [CH2:1]([c:2]1[cH:3][cH:4][cH:5][cH:6][cH:7]1)[O:8][C:9]([CH:10]([C:11](=[O:12])[OH:13])[CH2:14][CH:15]([CH3:16])[CH3:17])=[O:18].[CH3:19][N:20]([CH3:21])[CH:22]=[O:23].[Cl:24][C:25]([C:26]([Cl:27])=[O:28])=[O:29].[cH:30]1[cH:31][cH:32][cH:33][cH:34][cH:35]1>>[CH2:1]([c:2]1[cH:3][cH:4][cH:5][cH:6][cH:7]1)[O:8][C:9]([CH:10]([C:11](=[O:12])[OH:13])[CH2:14][CH:15]([CH3:16])[CH3:17])=[O:18].[Cl-:24]. Starting materials: O=C([O-])O, c1ccc2c(c1)CCN2, [Cl-], ClCCl, O=C(O)c1cc(Cl)ncn1, [Na+], [Na+], [OH-]. Product: O=C(c1cc(Cl)ncn1)N1CCc2ccccc21. RXN SMILES: [C:23](=[O:24])([O-:25])[OH:26].[CH2:12]1[CH2:13][c:14]2[cH:15][cH:16][cH:17][cH:18][c:19]2[NH:20]1.[Cl-:1].[Cl:28][CH2:29][Cl:30].[Cl:2][c:3]1[cH:4][c:5]([C:9](=[O:10])[OH:11])[n:6][cH:7][n:8]1.[Na+:22].[Na+:27].[OH-:21]>>[Cl:2][c:3]1[cH:4][c:5]([C:9](=[O:11])[N:20]2[CH2:12][CH2:13][c:14]3[cH:15][cH:16][cH:17][cH:18][c:19]32)[n:6][cH:7][n:8]1. The reactants are [H-].[Al+3].[Li+].[H-].[H-].[H-] (lithium aluminum hydride), FC(CNC=1SC=C(N1)C1=CC=C(C#N)C=C1)(F)F (4-[2-(2,2,2-trifluoroethylamino)-thiazol-4-yl]-benzonitrile). The solvent is C1CCOC1 (THF). Reaction conditions: temperature 55 celsius, time 1 hour. Yields the product FC(CNC=1SC=C(N1)C1=CC=C(CN)C=C1)(F)F (4-[2-(2,2,2-Trifluoroethylamino)-thiazol-4-yl]-benzylamine). Yield: 89.7%. RXN SMILES: [H-].[Al+3].[Li+].[H-].[H-].[H-].[F:7][C:8]([F:25])([F:24])[CH2:9][NH:10][C:11]1[S:12][CH:13]=[C:14]([C:16]2[CH:23]=[CH:22][C:19]([C:20]#[N:21])=[CH:18][CH:17]=2)[N:15]=1>C1COCC1>[F:25][C:8]([F:7])([F:24])[CH2:9][NH:10][C:11]1[S:12][CH:13]=[C:14]([C:16]2[CH:17]=[CH:18][C:19]([CH2:20][NH2:21])=[CH:22][CH:23]=2)[N:15]=1 |f:0.1.2.3.4.5|. Procedure details: Add lithium aluminum hydride (402 mg, 10.6 mmol) portionwise over 3 min to a solution of 4-[2-(2,2,2-trifluoroethylamino)-thiazol-4-yl]-benzonitrile (1.0 g, 3.5 mmol) in THF (40 mL) at room temperature under a nitrogen atmosphere. Stir the mixture for 1 h at 55° C. Cool the mixture to room temperature, quench slowly with water (0.4 mL) and 1N NaOH (0.4 mL). Add sodium sulfate to absorb residual water, filter through Celite®, wash with DCM (50 mL) and concentrate in vacuo. Purify the residue by S... The reactants are C1(=CC=CC=C1)N1CCN(CC1)CCCCC(=O)C=1C=CC(=C(C(=O)N)C1)OCC1=CC=CC=C1 (5-[5-(4-phenyl-1-piperazinyl)valeryl]-2-benzyloxy-benzamide), C([O-])([O-])=O.[K+].[K+] (potassium carbonate). Yields the product C1(=CC=CC=C1)N1CCN(CC1)CCCCC(=O)C1=CC=C(C(C(=O)N)=C1)O (5-[5-(4-phenyl-1-piperazinyl]valeryl]-salicylamide). Reaction SMILES: [C:1]1([N:7]2[CH2:12][CH2:11][N:10]([CH2:13][CH2:14][CH2:15][CH2:16][C:17]([C:19]3[CH:20]=[CH:21][C:22]([O:28]CC4C=CC=CC=4)=[C:23]([CH:27]=3)[C:24]([NH2:26])=[O:25])=[O:18])[CH2:9][CH2:8]2)[CH:6]=[CH:5][CH:4]=[CH:3][CH:2]=1.C(=O)([O-])[O-].[K+].[K+]>>[C:1]1([N:7]2[CH2:12][CH2:11][N:10]([CH2:13][CH2:14][CH2:15][CH2:16][C:17]([C:19]3[CH:27]=[C:23]([C:24]([NH2:26])=[O:25])[C:22]([OH:28])=[CH:21][CH:20]=3)=[O:18])[CH2:9][CH2:8]2)[CH:2]=[CH:3][CH:4]=[CH:5][CH:6]=1 |f:1.2.3|. Procedure: 1.7 Gram of this benzamide was liberated in an aqueous potassium carbonate solution, extracted with chloroform, dried over anhydrous sodium sulfate and concentrated. The thus-produced residue was dissolved in 50 ml of ethanol and then the solution was subjected to hydrogenolysis on 500 mg of 5% Pd - C. After the reaction was finished, the precipitated crystals were dissolved in hot methanol and the catalyst was filtered off. Then the solvent was distilled away and the residue was crystallized fr... Reactants: Cc1ccccc1, NC(Cc1ccccc1)C(=O)O, [Na+], [OH-], O. Product: COC(=O)C(N)Cc1ccccc1. RXN SMILES: [CH3:1][c:2]1[cH:3][cH:4][cH:5][cH:6][cH:7]1.[NH2:10][CH:11]([CH2:12][c:13]1[cH:14][cH:15][cH:16][cH:17][cH:18]1)[C:19]([OH:20])=[O:21].[Na+:9].[OH-:8].[OH2:22]>>[CH3:1][O:21][C:19]([CH:11]([NH2:10])[CH2:12][c:13]1[cH:14][cH:15][cH:16][cH:17][cH:18]1)=[O:20]. The reactants are CO, CCOC(C)=O, CNC(=O)c1c(-c2ccc(F)cc2)oc2ncc(-c3cccc(C(=O)OC)c3)cc12, [Na+], [OH-]. The product is CNC(=O)c1c(-c2ccc(F)cc2)oc2ncc(-c3cccc(C(=O)O)c3)cc12. As a reaction SMILES: [CH3:33][OH:34].[CH3:35][CH2:36][O:37][C:38]([CH3:39])=[O:40].[F:3][c:4]1[cH:5][cH:6][c:7](-[c:10]2[c:11]([C:29]([NH:30][CH3:31])=[O:32])[c:12]3[c:13]([n:14][cH:15][c:16](-[c:18]4[cH:19][c:20]([C:21](=[O:22])[O:23][CH3:24])[cH:25][cH:26][cH:27]4)[cH:17]3)[o:28]2)[cH:8][cH:9]1.[Na+:2].[OH-:1]>>[F:3][c:4]1[cH:5][cH:6][c:7](-[c:10]2[c:11]([C:29]([NH:30][CH3:31])=[O:32])[c:12]3[c:13]([n:14][cH:15][c:16](-[c:18]4[cH:19][c:20]([C:21](=[O:22])[OH:23])[cH:25][cH:26][cH:27]4)[cH:17]3)[o:28]2)[cH:8][cH:9]1. Reactants: ClC=1C=CN2C(C(=CC(=C2C1C)C1CC1)C(=O)OC)=O (methyl 8-chloro-1-cyclopropyl-9-methyl-4-oxo-4H-quinolizine-3-carboxylate), CC1(OB(OC1(C)C)C=1C=C2CCN(C2=CC1)C(=O)OC(C)(C)C)C (tert-butyl 5-(4,4,5,5-tetramethyl-1,3,2-dioxaborolan-2-yl)indoline-1-carboxylate). The product is C(C)(C)(C)OC(=O)N1CCC2=CC(=CC=C12)C=1C=CN2C(C(=CC(=C2C1C)C1CC1)C(=O)OC)=O (methyl 8-(1-(tert-butoxycarbonyl)indolin-5-yl)-1-cyclopropyl-9-methyl-4-oxo-4H-quinolizine-3-carboxylate). Yield: 98.1%. As a reaction SMILES: Cl[C:2]1[CH:3]=[CH:4][N:5]2[C:10]([C:11]=1[CH3:12])=[C:9]([CH:13]1[CH2:15][CH2:14]1)[CH:8]=[C:7]([C:16]([O:18][CH3:19])=[O:17])[C:6]2=[O:20].CC1(C)C(C)(C)OB([C:29]2[CH:30]=[C:31]3[C:35](=[CH:36][CH:37]=2)[N:34]([C:38]([O:40][C:41]([CH3:44])([CH3:43])[CH3:42])=[O:39])[CH2:33][CH2:32]3)O1>>[C:41]([O:40][C:38]([N:34]1[C:35]2[C:31](=[CH:30][C:29]([C:2]3[CH:3]=[CH:4][N:5]4[C:10]([C:11]=3[CH3:12])=[C:9]([CH:13]3[CH2:15][CH2:14]3)[CH:8]=[C:7]([C:16]([O:18][CH3:19])=[O:17])[C:6]4=[O:20])=[CH:37][CH:36]=2)[CH2:32][CH2:33]1)=[O:39])([CH3:44])([CH3:42])[CH3:43]. Reported procedure: Methyl 8-(1-(tert-butoxycarbonyl)indolin-5-yl)-1-cyclopropyl-9-methyl-4-oxo-4H-quinolizine-3-carboxylate was prepared according to General Procedure A from methyl 8-chloro-1-cyclopropyl-9-methyl-4-oxo-4H-quinolizine-3-carboxylate (75 mg, 0.26 mmol) and tert-butyl 5-(4,4,5,5-tetramethyl-1,3,2-dioxaborolan-2-yl)indoline-1-carboxylate (106.4 mg, 0.31 mmol). Purification by flash silica column chromatography (DCM:MeOH) (1:0 to 9:1) afforded the title compound as a yellow solid (121 mg, 99%). Run in C(Cl)Cl (methylene chloride). Reaction conditions: time 2 hour. Procedure details: 1,1-dimethylethyl[((3S,4S)-4-(aminocarbonyl)-1-{2-[3-fluoro-6-(methyloxy)-1,5-naphthyridin-4-yl]ethyl}-3-pyrrolidinyl)methyl]carbamate (0.51 g, 1.14 mmol) was dissolved in methylene chloride (5 mL). HCl in dioxane (2.87 mL, 11.14 mmol) was added and the solution stirred at ambient temperature for 2 hours. The solvent was removed under reduced pressure. (0.534 g, quant.) LCMS: m/z 348.4 (MH+). The product is NC[C@H]1[C@H](CN(C1)CCC1=C(C=NC2=CC=C(N=C12)OC)F)C(=O)N ((3R,4R)-4-(aminomethyl)-1-{2-[3-fluoro-6-(methyloxy)-1,5-naphthyridin-4-yl]ethyl}-3-pyrrolidinecarboxamide). The reactants are Cl (HCl), O1CCOCC1 (dioxane), CC(C)(C)N(C([O-])=O)C[C@@H]1CN(C[C@H]1C(=O)N)CCC1=C(C=NC2=CC=C(N=C12)OC)F (1,1-dimethylethyl[((3S,4S)-4-(aminocarbonyl)-1-{2-[3-fluoro-6-(methyloxy)-1,5-naphthyridin-4-yl]ethyl}-3-pyrrolidinyl)methyl]carbamate). RXN SMILES: CC([N:5]([CH2:9][C@H:10]1[C@H:14]([C:15]([NH2:17])=[O:16])[CH2:13][N:12]([CH2:18][CH2:19][C:20]2[C:29]3[C:24](=[CH:25][CH:26]=[C:27]([O:30][CH3:31])[N:28]=3)[N:23]=[CH:22][C:21]=2[F:32])[CH2:11]1)C(=O)[O-])(C)C.Cl.O1CCOCC1>C(Cl)Cl>[NH2:5][CH2:9][C@@H:10]1[CH2:11][N:12]([CH2:18][CH2:19][C:20]2[C:29]3[C:24](=[CH:25][CH:26]=[C:27]([O:30][CH3:31])[N:28]=3)[N:23]=[CH:22][C:21]=2[F:32])[CH2:13][C@@H:14]1[C:15]([NH2:17])=[O:16]. Starting materials: BrB(Br)Br, ClCCl, COc1ccc2c(c1)Oc1c(c(O)cc3ccccc13)O2. Yields the product Oc1ccc2c(c1)Oc1c(c(O)cc3ccccc13)O2. RXN SMILES: [B:1]([Br:2])([Br:3])[Br:4].[Cl:26][CH2:27][Cl:28].[OH:5][c:6]1[cH:7][c:8]2[c:9]([c:10]3[c:19]1[O:18][c:17]1[c:12]([cH:13][c:14]([O:20][CH3:21])[cH:15][cH:16]1)[O:11]3)[cH:22][cH:23][cH:24][cH:25]2>>[OH:5][c:6]1[cH:7][c:8]2[c:9]([c:10]3[c:19]1[O:18][c:17]1[c:12]([cH:13][c:14]([OH:20])[cH:15][cH:16]1)[O:11]3)[cH:22][cH:23][cH:24][cH:25]2.